This data is from the Open Reaction Database (ORD), a public repository of structured organic reaction records. The task is: describe an organic reaction: reactants, conditions, products, and yield The reactants are BrC1=CC=C(C=C1)C1=NSC2=C1C=CC(=C2)OS(=O)(=O)C(F)(F)F (Trifluoro-methanesulfonic acid 3-(4-bromo-phenyl)-benzo[d]isothiazol-6-yl ester), C(CC#C)O (3-butyn-1-ol). The product is BrC1=CC=C(C=C1)C1=NSC2=C1C=CC(=C2)C#CCCO (4-[3-(4-Bromo-phenyl)-benzo[d]isothiazol-6-yl]-but-3-yn-1-ol). As a reaction SMILES: [Br:1][C:2]1[CH:7]=[CH:6][C:5]([C:8]2[C:12]3[CH:13]=[CH:14][C:15](OS(C(F)(F)F)(=O)=O)=[CH:16][C:11]=3[S:10][N:9]=2)=[CH:4][CH:3]=1.[CH2:25]([OH:29])[CH2:26][C:27]#[CH:28]>>[Br:1][C:2]1[CH:7]=[CH:6][C:5]([C:8]2[C:12]3[CH:13]=[CH:14][C:15]([C:28]#[C:27][CH2:26][CH2:25][OH:29])=[CH:16][C:11]=3[S:10][N:9]=2)=[CH:4][CH:3]=1. Procedure: In analogy to example 13.1, Trifluoro-methanesulfonic acid 3-(4-bromo-phenyl)-benzo[d]isothiazol-6-yl ester and 3-butyn-1-ol were converted to yield 4-[3-(4-Bromo-phenyl)-benzo[d]isothiazol-6-yl]-but-3-yn-1-ol as orange solid, MS: 357 (M, 1Br). Starting materials: [O-]C#N.[Na+] (Sodium cyanate), NCCC=1C(NC(N2C1C1=CC(=C(C=C1CC2)OC)OC)=O)=NC2=C(C=CC=C2)C (2-Aminoethyl-9,10-dimethoxy-2-(2-methylphenylimino)-3,4,6,7-tetrahydro-2H-pyrimido[6,1-a]isoquinolin-4-one), [OH-].[Na+] (NaOH). Run in O (water), O (water), Cl (HCl). Conditions: temperature 80 celsius, time 3 hour. Product: C(N)(=O)N1C(N2C(C3=CC(=C(C=C3CC2)OC)OC)=C(C1=NC1=C(C=CC=C1)C)CCN)=O (N-Carbamoyl-2-aminoethyl-9,10-dimethoxy-2-(2-methylphenylimino)-3,4,6,7-tetrahydro-2H-pyrimido[6,1-a]isoquinolin-4-one). Isolated yield 45.4%. RXN SMILES: [O-:1][C:2]#[N:3].[Na+].[NH2:5][CH2:6][CH2:7][C:8]1[C:9](=[N:27][C:28]2[CH:33]=[CH:32][CH:31]=[CH:30][C:29]=2[CH3:34])[NH:10][C:11](=[O:26])[N:12]2[CH2:21][CH2:20][C:19]3[C:14](=[CH:15][C:16]([O:24][CH3:25])=[C:17]([O:22][CH3:23])[CH:18]=3)[C:13]=12.[OH-].[Na+]>O.Cl>[C:2]([N:10]1[C:9](=[N:27][C:28]2[CH:33]=[CH:32][CH:31]=[CH:30][C:29]=2[CH3:34])[C:8]([CH2:7][CH2:6][NH2:5])=[C:13]2[C:14]3[C:19]([CH2:20][CH2:21][N:12]2[C:11]1=[O:26])=[CH:18][C:17]([O:22][CH3:23])=[C:16]([O:24][CH3:25])[CH:15]=3)(=[O:1])[NH2:3] |f:0.1,3.4|. Reported procedure: Sodium cyanate (0.64 g, 9.8 mmol) in water (13 ml) was added dropwise to a stirred solution of amine 3 (2 g, 4.9 mmol) in water (63 ml) and 1M HCl (9.8 ml) at 80° C. After stirring for 3 h at 80° C. the mixture was cooled and basified with 2M NaOH. The mixture was extracted with CH2Cl2 until no more product remained in the organic phase. The organic phases were combined, dried (MgSO4), filtered and concentrated in vacuo. The residue was purified by column chromatography [dichloromethane/methanol...